This data is from the Open Reaction Database (ORD), a public repository of structured organic reaction records. The task is: describe an organic reaction: reactants, conditions, products, and yield The reactants are C1=CC=C2C(=C1)C=CC=C2CCNC(=O)CCC(=O)O (NESA), C1=CC=C2C(=C1)C=CC=C2CCNC(=O)CCC(=O)O (NESA), layer 13, [N+](=O)([O-])C1=CC=2C(C3=CC(=CC=C3C2C(=C1)[N+](=O)[O-])[N+](=O)[O-])=O (2,4,7-trinitro-9-fluorenone). Product: CCCCCCCCC(C)C (Isopar G). Reaction SMILES: [CH:1]1[CH:6]=[C:5]2[CH:7]=[CH:8][CH:9]=[C:10]([CH2:11]CNC(CCC(O)=O)=O)[C:4]2=[CH:3][CH:2]=1.[N+](C1C=C([N+]([O-])=O)C2C3C(=CC([N+]([O-])=O)=CC=3)C(=O)C=2C=1)([O-])=O>>[CH3:3][CH2:2][CH2:1][CH2:6][CH2:5][CH2:7][CH2:8][CH2:9][CH:10]([CH3:4])[CH3:11]. Procedure: One half of the exposure zone (5.7 cm. by 5.7 cm.) of NESA glass plate 12 was coated with a 20 micron thick layer of a dark charge exchange layer 13 composed of 2,4,7-trinitro-9-fluorenone and a Butvar binder as described in the formulation given in Example 6. The other half of the NESA glass plate 12 was left uncoated. Starting materials: N(=[N+]=[N-])C(C)(C)C(C1=CSC=C1)=O (2-azido-2-(3-thenoyl)propane), C1(=CC=CC=C1)P(C1=CC=CC=C1)C1=CC=CC=C1 (triphenylphosphine), FC1=C(C(=O)Cl)C(=CC=C1)F (2,6-difluorobenzoyl chloride). Solvent: O (water), O1CCCC1 (tetrahydrofuran), O (water), O1CCCC1 (tetrahydrofuran), O1CCCC1 (tetrahydrofuran), C(C)N(CC)CC (triethylamine). Reaction conditions: time 18 hour. Yields the product FC1=C(C(=O)NC(C)(C(C2=CSC=C2)=O)C)C(=CC=C1)F (2,6-difluoro-N-[1-methyl-1-(3-thenoyl)ethyl]benzamide). Yield: 74.4%. RXN SMILES: [N:1]([C:4]([C:7](=[O:13])[C:8]1[CH:12]=[CH:11][S:10][CH:9]=1)([CH3:6])[CH3:5])=[N+]=[N-].C1(P(C2C=CC=CC=2)C2C=CC=CC=2)C=CC=CC=1.[F:33][C:34]1[CH:42]=[CH:41][CH:40]=[C:39]([F:43])[C:35]=1[C:36](Cl)=[O:37]>O.O1CCCC1.C(N(CC)CC)C>[F:33][C:34]1[CH:42]=[CH:41][CH:40]=[C:39]([F:43])[C:35]=1[C:36]([NH:1][C:4]([CH3:6])([C:7](=[O:13])[C:8]1[CH:12]=[CH:11][S:10][CH:9]=1)[CH3:5])=[O:37]. Reported procedure: 4 ml of tetrahydrofuran and 0.08 ml of water were added to 0.68 g of 2-azido-2-(3-thenoyl)propane, then 1.10 g of triphenylphosphine was gradually added thereto with stirring at room temperature, and after completion of addition, a reaction was carried out for 18 hours. 15 ml of tetrahydrofuran was added to the reaction mixture, then 0.30 g of triethylamine was added, followed by cooling with ice, and a mixed solution of 0.46 g of 2,6-difluorobenzoyl chloride and 5 ml of tetrahydrofuran was drop... The reactants are E9, OCC=1C=CC(=C(C#N)C1)OC=1C=NC=C(C1)C(F)(F)F (5-(hydroxymethyl)-2-((5-(trifluoromethyl)pyridin-3-yl)oxy)benzonitrile), ClC=1C=C2N(C(N1)=O)C[C@@H](N2C)C ((S)-7-chloro-1,2-dimethyl-2,3-dihydroimidazo[1,2-c]pyrimidin-5(1H)-one). Yields the product CN1[C@H](CN2C(N=C(C=C21)OCC=2C=CC(=C(C#N)C2)OC=2C=NC=C(C2)C(F)(F)F)=O)C ((S)-5-(((1,2-dimethyl-5-oxo-1,2,3,5-tetrahydroimidazo[1,2-c]pyrimidin-7-yl)oxy)methyl)-2-((5-(trifluoromethyl)pyridin-3-yl)oxy)benzonitrile). As a reaction SMILES: [OH:1][CH2:2][C:3]1[CH:4]=[CH:5][C:6]([O:11][C:12]2[CH:13]=[N:14][CH:15]=[C:16]([C:18]([F:21])([F:20])[F:19])[CH:17]=2)=[C:7]([CH:10]=1)[C:8]#[N:9].Cl[C:23]1[CH:24]=[C:25]2[N:32]([CH3:33])[C@@H:31]([CH3:34])[CH2:30][N:26]2[C:27](=[O:29])[N:28]=1>>[CH3:33][N:32]1[C:25]2[N:26]([C:27](=[O:29])[N:28]=[C:23]([O:1][CH2:2][C:3]3[CH:4]=[CH:5][C:6]([O:11][C:12]4[CH:13]=[N:14][CH:15]=[C:16]([C:18]([F:21])([F:19])[F:20])[CH:17]=4)=[C:7]([CH:10]=3)[C:8]#[N:9])[CH:24]=2)[CH2:30][C@@H:31]1[CH3:34]. Procedure: The title compound was prepared by a procedure similar to that described for E9 starting from 5-(hydroxymethyl)-2-((5-(trifluoromethyl)pyridin-3-yl)oxy)benzonitrile and (S)-7-chloro-1,2-dimethyl-2,3-dihydroimidazo[1,2-c]pyrimidin-5(1H)-one. Reactants: O1C(=CC=C1)C(=O)Cl (Furan-2-carbonyl chloride), [OH-].[Na+] (NaOH), C1=CC=CC=2C3=CC=CC=C3C(C12)COC(=O)N[C@H](C(=O)O)CCN ((S)-2-((((9H-fluoren-9-yl)methoxy)carbonyl)amino)-4-aminobutanoic acid), [OH-].[Na+] (NaOH). Run in C1CCOC1 (THF). Conditions: time 1 hour. Product: C1=CC=CC=2C3=CC=CC=C3C(C12)COC(=O)N[C@H](C(=O)O)CCNC(=O)C=1OC=CC1 ((S)-2-((((9H-fluoren-9-yl)methoxy)carbonyl)amino)-4-(furan-2-carboxamido)butanoic acid). RXN SMILES: [O:1]1[CH:5]=[CH:4][CH:3]=[C:2]1[C:6](Cl)=[O:7].[OH-].[Na+].[CH:11]1[C:23]2[CH:22]([CH2:24][O:25][C:26]([NH:28][C@@H:29]([CH2:33][CH2:34][NH2:35])[C:30]([OH:32])=[O:31])=[O:27])[C:21]3[C:16](=[CH:17][CH:18]=[CH:19][CH:20]=3)[C:15]=2[CH:14]=[CH:13][CH:12]=1>C1COCC1>[CH:20]1[C:21]2[CH:22]([CH2:24][O:25][C:26]([NH:28][C@@H:29]([CH2:33][CH2:34][NH:35][C:6]([C:2]3[O:1][CH:5]=[CH:4][CH:3]=3)=[O:7])[C:30]([OH:32])=[O:31])=[O:27])[C:23]3[C:15](=[CH:14][CH:13]=[CH:12][CH:11]=3)[C:16]=2[CH:17]=[CH:18][CH:19]=1 |f:1.2|. Procedure details: Furan-2-carbonyl chloride (77 mg, 0.588 mmol) and NaOH (0.705 mL, 0.705 mmol) were dropped at the same time to a stirred solution of (S)-2-((((9H-fluoren-9-yl)methoxy)carbonyl)amino)-4-aminobutanoic acid (200 mg, 0.588 mmol) in THF (1.5 mL) and of NaOH (1N, 0.7 mL) at 0° C. The reaction mixture was allowed to stir at rt for 1 h at which time LC-MS showed desired product peak. The reaction solution was acidified with 1N HCl and extracted with EtOAc (60 mL×1). The crude was purified via flash chro... Starting materials: CC(C)(C)C1OC(=O)C(c2ccccc2)(C2(O)CCCC2)O1, C1CCOC1, [Cl-], [NH4+], O=S(Cl)Cl, c1ccncc1. Yields the product CC(C)(C)C1OC(=O)C(C2=CCCC2)(c2ccccc2)O1. Reaction SMILES: [C:1]([CH3:2])([CH3:3])([CH3:4])[CH:5]1[O:6][C:7]([c:11]2[cH:12][cH:13][cH:14][cH:15][cH:16]2)([C:17]2([OH:22])[CH2:18][CH2:19][CH2:20][CH2:21]2)[C:8](=[O:10])[O:9]1.[CH2:35]1[O:36][CH2:37][CH2:38][CH2:39]1.[Cl-:33].[NH4+:34].[S:23]([Cl:24])([Cl:25])=[O:26].[cH:27]1[cH:28][cH:29][n:30][cH:31][cH:32]1>>[C:1]([CH3:2])([CH3:3])([CH3:4])[CH:5]1[O:6][C:7]([c:11]2[cH:12][cH:13][cH:14][cH:15][cH:16]2)([C:17]2=[CH:18][CH2:19][CH2:20][CH2:21]2)[C:8](=[O:10])[O:9]1. Reactants: CCO, Cl, CCOC(=O)C1=C(C(F)(F)F)COc2ccc3ccccc3c21, [Na+], C1CCOC1, [OH-]. Yields the product O=C(O)C1=C(C(F)(F)F)COc2ccc3ccccc3c21. As a reaction SMILES: [CH3:27][CH2:28][OH:29].[ClH:26].[F:1][C:2]([C:3]1=[C:8]([C:9](=[O:10])[O:11][CH2:12][CH3:13])[c:7]2[c:6]([cH:21][cH:20][c:19]3[c:14]2[cH:15][cH:16][cH:17][cH:18]3)[O:5][CH2:4]1)([F:22])[F:23].[Na+:25].[O:30]1[CH2:31][CH2:32][CH2:33][CH2:34]1.[OH-:24]>>[F:1][C:2]([C:3]1=[C:8]([C:9](=[O:10])[OH:11])[c:7]2[c:6]([cH:21][cH:20][c:19]3[c:14]2[cH:15][cH:16][cH:17][cH:18]3)[O:5][CH2:4]1)([F:22])[F:23].